Dataset: the Open Reaction Database (ORD), a public repository of structured organic reaction records. Task: describe an organic reaction: reactants, conditions, products, and yield Reactants: CN(C)C(=NC(C)(C)C)N(C)C, CC#N, O=C1C(N2CCC(c3cc(Cl)cc(Cl)c3)C2)CCN1c1ccc(S(=O)(=O)Cl)cc1, Nc1nccs1. Product: O=C1C(N2CCC(c3cc(Cl)cc(Cl)c3)C2)CCN1c1ccc(S(=O)(=O)Nc2nccs2)cc1. As a reaction SMILES: [C:7]([N:8]=[C:9]([N:10]([CH3:11])[CH3:12])[N:13]([CH3:14])[CH3:15])([CH3:16])([CH3:17])[CH3:18].[CH3:48][C:49]#[N:50].[Cl:19][c:20]1[cH:21][c:22]([CH:27]2[CH2:28][N:29]([CH:32]3[C:33](=[O:47])[N:34]([c:37]4[cH:38][cH:39][c:40]([S:43](=[O:44])(=[O:45])[Cl:46])[cH:41][cH:42]4)[CH2:35][CH2:36]3)[CH2:30][CH2:31]2)[cH:23][c:24]([Cl:26])[cH:25]1.[NH2:1][c:2]1[s:3][cH:4][cH:5][n:6]1>>[NH:1]([c:2]1[s:3][cH:4][cH:5][n:6]1)[S:43]([c:40]1[cH:39][cH:38][c:37]([N:34]2[C:33](=[O:47])[CH:32]([N:29]3[CH2:28][CH:27]([c:22]4[cH:21][c:20]([Cl:19])[cH:25][c:24]([Cl:26])[cH:23]4)[CH2:31][CH2:30]3)[CH2:36][CH2:35]2)[cH:42][cH:41]1)(=[O:44])=[O:45]. Starting materials: NC1=C(C(=O)O)C=CC(=C1)[C@@H](CCC)NC(=O)N1CC(NC[C@@H](C1=O)CC1=C(C=CC(=C1)Cl)OC)=NOCC (2-amino-4-[(1R)-1-({[(6S)-6-(5-chloro-2-methoxybenzyl)-3-(ethoxyimino)-7-oxo-1,4-diazepan-1-yl]carbonyl}amino)butyl]benzoic acid), O.C1(=CC=C(C=C1)S(=O)(=O)O)C (p-toluenesulfonic acid monohydrate). The solvent is C(C)#N (acetonitrile), C(C)#N (acetonitrile). Run at time 3 hour. Yields the product S(=O)(=O)(O)C1=CC=C(C)C=C1.NC1=C(C(=O)O)C=CC(=C1)[C@@H](CCC)NC(=O)N1CC(NC[C@@H](C1=O)CC1=C(C=CC(=C1)Cl)OC)=NOCC.S(=O)(=O)(O)C1=CC=C(C)C=C1.S(=O)(=O)(O)C1=CC=C(C)C=C1.NC1=C(C(=O)O)C=CC(=C1)[C@@H](CCC)NC(=O)N1CC(NC[C@@H](C1=O)CC1=C(C=CC(=C1)Cl)OC)=NOCC (2-amino-4-[(1R)-1-({[(6S)-6-(5-chloro-2-methoxybenzyl)-3-(ethoxyimino)-7-oxo-1,4-diazepan-1-yl]carbonyl}amino)butyl]benzoic acid sesquitosylate). As a reaction SMILES: [NH2:1][C:2]1[CH:10]=[C:9]([C@H:11]([NH:15][C:16]([N:18]2[C:24](=[O:25])[C@@H:23]([CH2:26][C:27]3[CH:32]=[C:31]([Cl:33])[CH:30]=[CH:29][C:28]=3[O:34][CH3:35])[CH2:22][NH:21][C:20](=[N:36][O:37][CH2:38][CH3:39])[CH2:19]2)=[O:17])[CH2:12][CH2:13][CH3:14])[CH:8]=[CH:7][C:3]=1[C:4]([OH:6])=[O:5].O.[C:41]1([CH3:51])[CH:46]=[CH:45][C:44]([S:47]([OH:50])(=[O:49])=[O:48])=[CH:43][CH:42]=1>C(#N)C>[S:47]([C:44]1[CH:45]=[CH:46][C:41]([CH3:51])=[CH:42][CH:43]=1)([OH:50])(=[O:49])=[O:48].[NH2:1][C:2]1[CH:10]=[C:9]([C@H:11]([NH:15][C:16]([N:18]2[C:24](=[O:25])[C@@H:23]([CH2:26][C:27]3[CH:32]=[C:31]([Cl:33])[CH:30]=[CH:29][C:28]=3[O:34][CH3:35])[CH2:22][NH:21][C:20](=[N:36][O:37][CH2:38][CH3:39])[CH2:19]2)=[O:17])[CH2:12][CH2:13][CH3:14])[CH:8]=[CH:7][C:3]=1[C:4]([OH:6])=[O:5].[S:47]([C:44]1[CH:45]=[CH:46][C:41]([CH3:51])=[CH:42][CH:43]=1)([OH:50])(=[O:49])=[O:48].[S:47]([C:44]1[CH:45]=[CH:46][C:41]([CH3:51])=[CH:42][CH:43]=1)([OH:50])(=[O:49])=[O:48].[NH2:1][C:2]1[CH:10]=[C:9]([C@H:11]([NH:15][C:16]([N:18]2[C:24](=[O:25])[C@@H:23]([CH2:26][C:27]3[CH:32]=[C:31]([Cl:33])[CH:30]=[CH:29][C:28]=3[O:34][CH3:35])[CH2:22][NH:21][C:20](=[N:36][O:37][CH2:38][CH3:39])[CH2:19]2)=[O:17])[CH2:12][CH2:13][CH3:14])[CH:8]=[CH:7][C:3]=1[C:4]([OH:6])=[O:5] |f:1.2,4.5.6.7.8|. Reported procedure: The compound 12 obtained at Step (2) (503 mg) was dissolved in acetonitrile (0.5 ml), p-toluenesulfonic acid monohydrate in an acetonitrile solution (0.69M, 2 ml) was added at 60° C., then the mixture was allowed to gradually cool to room temperature. After 3 hours, the mixture was cooled to 0° C. and further stirred for 1.5 hours, then the precipitates were collected by filtration to obtain the title compound (535 mg) as a colorless crystals. Starting materials: Br.NC1C(C2=CC=C(C(=C2CC1)O)O)=O (2-amino-5,6-dihydroxy-3,4-dihydro-1(2H)-naphthalenone hydrobromide), 50, C1(=CC=CC=C1)CCC=O (β-phenylpropionaldehyde). The reagents and catalysts are [Pd] (palladium-on-carbon). Solvent: C(C)O (ethanol). Yields the product Br.C1(=CC=CC=C1)CCCNC1C(C2=CC=C(C(=C2CC1)O)O)=O (2-(3-phenylpropyl)amino-5,6-dihydroxy-3,4-dihydro-1(2H)-naphthalenone hydrobromide). Reaction SMILES: [C:1]1([CH2:7][CH2:8][CH:9]=O)[CH:6]=[CH:5][CH:4]=[CH:3][CH:2]=1.[BrH:11].[NH2:12][CH:13]1[CH2:22][CH2:21][C:20]2[C:15](=[CH:16][CH:17]=[C:18]([OH:24])[C:19]=2[OH:23])[C:14]1=[O:25]>C(O)C.[Pd]>[BrH:11].[C:1]1([CH2:7][CH2:8][CH2:9][NH:12][CH:13]2[CH2:22][CH2:21][C:20]3[C:15](=[CH:16][CH:17]=[C:18]([OH:24])[C:19]=3[OH:23])[C:14]2=[O:25])[CH:6]=[CH:5][CH:4]=[CH:3][CH:2]=1 |f:1.2,5.6|. Reported procedure: In 300 volume parts of ethanol is dissolved 5 parts of 2-amino-5,6-dihydroxy-3,4-dihydro-1(2H)-naphthalenone hydrobromide and, after the addition of 50 parts of β-phenylpropionaldehyde, catalytic reduction is carried out at ordinary temperature and pressure using palladium-on-carbon as a catalyst. When a stoichiometric amount of hydrogen has been absorbed, the reaction mixture is filtered and the filtrate is concentrated under reduced pressure. The procedure yields 3.5 parts of 2-(3-phenylpropyl... Starting materials: N(=O)OCCC(C)C (isoamyl nitrite), CC1=C(C=CC(=C1)OC1=NC=C(C=C1)[N+](=O)[O-])N (2-methyl-4-(5-nitro-pyridin-2-yloxy)-phenylamine), C(C)(=O)[O-].[K+] (potassium acetate), C(C)(=O)OC(C)=O (acetic anhydride). The solvent is C1(=CC=CC=C1)C (toluene). Reaction conditions: temperature 80 celsius, time 24 hour. Product: [N+](=O)([O-])C=1C=CC(=NC1)OC=1C=C2C=NNC2=CC1 (5-(5-Nitro-pyridin-2-yloxy)-1H-indazole). Isolated yield 20.9%. RXN SMILES: [CH3:1][C:2]1[CH:7]=[C:6]([O:8][C:9]2[CH:14]=[CH:13][C:12]([N+:15]([O-:17])=[O:16])=[CH:11][N:10]=2)[CH:5]=[CH:4][C:3]=1[NH2:18].C([O-])(=O)C.[K+].C(OC(=O)C)(=O)C.[N:31](OCCC(C)C)=O>C1(C)C=CC=CC=1>[N+:15]([C:12]1[CH:13]=[CH:14][C:9]([O:8][C:6]2[CH:7]=[C:2]3[C:3](=[CH:4][CH:5]=2)[NH:18][N:31]=[CH:1]3)=[N:10][CH:11]=1)([O-:17])=[O:16] |f:1.2|. Reported procedure: To a mixture of 2-methyl-4-(5-nitro-pyridin-2-yloxy)-phenylamine (10 g, 41 mmol), potassium acetate (17 g, 160 mmol), acetic anhydride (17 g, 160 mmol) and toluene (140 mL) at 80° C. was added isoamyl nitrite (9.6 g, 82 mmol) dropwise via an addition funnel. After stirring for 24 h at 80° C., the mixture was filtered, and the filtrate was concentrated in vacuo. The residue was treated with methanol (120 mL) containing 12 mL of concentrated ammonium hydroxide. After refluxing for 2 h, the mixture... The reactants are COC(=O)c1cc(OCc2c(-c3ccc(F)cc3)noc2CO)nn1C, NCC(F)(F)F. Product: Cn1nc(OCc2c(-c3ccc(F)cc3)noc2CO)cc1C(=O)NCC(F)(F)F. RXN SMILES: [CH3:1][O:2][C:3](=[O:4])[c:5]1[n:6]([CH3:26])[n:7][c:8]([O:10][CH2:11][c:12]2[c:13](-[c:19]3[cH:20][cH:21][c:22]([F:25])[cH:23][cH:24]3)[n:14][o:15][c:16]2[CH2:17][OH:18])[cH:9]1.[F:27][C:28]([CH2:29][NH2:30])([F:31])[F:32]>>[C:3](=[O:4])([c:5]1[n:6]([CH3:26])[n:7][c:8]([O:10][CH2:11][c:12]2[c:13](-[c:19]3[cH:20][cH:21][c:22]([F:25])[cH:23][cH:24]3)[n:14][o:15][c:16]2[CH2:17][OH:18])[cH:9]1)[NH:30][CH2:29][C:28]([F:27])([F:31])[F:32].